Dataset: the Open Reaction Database (ORD), a public repository of structured organic reaction records. Task: describe an organic reaction: reactants, conditions, products, and yield Reactants: C(#N)C1=CC=C(OC=2C=CC(=C(C2)N(C(OC(C)(C)C)=O)C)[N+](=O)[O-])C=C1 (t-butyl N-[5-(4-cyanophenoxy)-2-nitrophenyl]-N-methylcarbamate), N(=[N+]=[N-])[Sn](CCCC)(CCCC)CCCC (azidotributyltin). Run in C1(=CC=CC=C1)C (toluene). Yields the product CN(C(OC(C)(C)C)=O)C1=C(C=CC(=C1)OC1=CC=C(C=C1)C1=NN=NN1)[N+](=O)[O-] (t-Butyl N-methyl-N-[2-nitro-5-(4-tetrazol-5-ylphenoxy)phenyl]carbamate). Isolated yield 97.2%. As a reaction SMILES: [C:1]([C:3]1[CH:27]=[CH:26][C:6]([O:7][C:8]2[CH:9]=[CH:10][C:11]([N+:23]([O-:25])=[O:24])=[C:12]([N:14]([CH3:22])[C:15](=[O:21])[O:16][C:17]([CH3:20])([CH3:19])[CH3:18])[CH:13]=2)=[CH:5][CH:4]=1)#[N:2].[N:28]([Sn](CCCC)(CCCC)CCCC)=[N+:29]=[N-:30]>C1(C)C=CC=CC=1>[CH3:22][N:14]([C:12]1[CH:13]=[C:8]([O:7][C:6]2[CH:5]=[CH:4][C:3]([C:1]3[NH:30][N:29]=[N:28][N:2]=3)=[CH:27][CH:26]=2)[CH:9]=[CH:10][C:11]=1[N+:23]([O-:25])=[O:24])[C:15](=[O:21])[O:16][C:17]([CH3:19])([CH3:20])[CH3:18]. Procedure details: A mixture of t-butyl N-[5-(4-cyanophenoxy)-2-nitrophenyl]-N-methylcarbamate (2.95 g), azidotributyltin (7.97 g) and anhydrous toluene (30 ml) was heated at reflux for 23 hours. The reaction mixture was concentrated and then partitioned between ethyl acetate and water. The ethyl acetate layer was dried over anhydrous sodium sulfate and concentrated under reduced pressure. The residue was purified by reversed-phase liquid chromatography using water/acetonitrile=1/1 as the eluant to give the title ... Reactants: O=CC1=CC(OC)=C(O)C=C1 (vanillin), [H-].[Na+] (sodium hydride), C1(CCCC1)Br (cyclopentyl bromide). Solvent: CN(C=O)C (N,N-dimethylformamide). Conditions: temperature 90 celsius, time 8 hour. The product is C1(CCCC1)OC1=C(C=C(C=O)C=C1)OC (4-cyclopentyloxy-3-methoxybenzaldehyde). The yield is 90.0%. Reaction SMILES: [O:1]=[CH:2][C:3]1[CH:11]=[CH:10][C:8]([OH:9])=[C:5]([O:6][CH3:7])[CH:4]=1.[H-].[Na+].[CH:14]1(Br)[CH2:18][CH2:17][CH2:16][CH2:15]1>CN(C)C=O>[CH:14]1([O:9][C:8]2[CH:10]=[CH:11][C:3]([CH:2]=[O:1])=[CH:4][C:5]=2[O:6][CH3:7])[CH2:18][CH2:17][CH2:16][CH2:15]1 |f:1.2|. Procedure details: To a solution of vanillin (50 g) in N,N-dimethylformamide (600 ml) are added 62.5% sodium hydride (13.9 g) and cyclopentyl bromide (38.8 ml) under ice-cooling, and the mixture is stirred at 90° C. overnight. The mixture is concentrated under reduced pressure to remove the N,N-dimethylformamide, and to the residue is added water. The mixture is extracted with ethyl acetate, and the extract is washed, dried, and concentrated under reduced pressure to remove the solvent. The resulting residue is pu... Reactants: IC=1C=C(CF)C=C(C1)[N+](=O)[O-] (3-iodo-5-nitrobenzyl fluoride), [OH-].[Na+] (NaOH), TiCl3, C(Cl)Cl (CH2Cl2). Solvent: CO (methanol), CO (MeOH). Conditions: time 20 minute. The product is NC=1C=C(CF)C=C(C1)I (3-amino-5-iodobenzyl fluoride). As a reaction SMILES: [I:1][C:2]1[CH:3]=[C:4]([CH:7]=[C:8]([N+:10]([O-])=O)[CH:9]=1)[CH2:5][F:6].C(Cl)Cl.[OH-].[Na+]>CO>[NH2:10][C:8]1[CH:7]=[C:4]([CH:3]=[C:2]([I:1])[CH:9]=1)[CH2:5][F:6] |f:2.3|. Reported procedure: A solution of 3-iodo-5-nitrobenzyl fluoride (9.2 g, 32.7 mmol) described in Step C, in methanol (311 mL) was treated with TiCl3 (311 mL, >10 wt. % in 20-30 wt % HCl) and stirred at room temperature for 20 minutes. The reaction was poured into a separatory funnel containing 95:5 CH2Cl2 :MeOH and the aqueous layer was made basic with 15% aq. NaOH. The layers were separated and the aqueous layer was extracted with 95:5 CH2Cl2 :MeOH. The organic layers were combined, dried (MgSO4), filtered and conc... Starting materials: COCCOCCOCCOCCCNC=1C(=NC(=C(N1)C(=O)N[C@@H](C(OCC1=CC=CC=C1)=O)CO)NCCCOCCOCCOCCOC)C(=O)N[C@@H](C(=O)OCC1=CC=CC=C1)CO (3,6-bis(2,5,8,11-tetraoxatetradecan-14-ylamino)-N2,N5-bis[(R)-1-(benzyloxy)-3-hydroxy-1-oxopropan-2-yl]pyrazine-2,5-dicarboxamide). The reagents and catalysts are [Pd] (Pd—C). Run in O (water), C(C)O.O (EtOH—H2O). Reaction conditions: time 2 hour. Yields the product COCCOCCOCCOCCCNC=1C(=NC(=C(N1)C(=O)N[C@H](CO)C(=O)O)NCCCOCCOCCOCCOC)C(=O)N[C@H](CO)C(=O)O (3,6-Bis(2,5,8,11-tetraoxatetradecan-14-ylamino)-N2,N5-bis[(R)-1-carboxy-2-hydroxyethyl]pyrazine-2,5-dicarboxamide). The yield is 26.5%. As a reaction SMILES: [CH3:1][O:2][CH2:3][CH2:4][O:5][CH2:6][CH2:7][O:8][CH2:9][CH2:10][O:11][CH2:12][CH2:13][CH2:14][NH:15][C:16]1[C:17]([C:53]([NH:55][C@H:56]([CH2:67][OH:68])[C:57]([O:59]CC2C=CC=CC=2)=[O:58])=[O:54])=[N:18][C:19]([NH:38][CH2:39][CH2:40][CH2:41][O:42][CH2:43][CH2:44][O:45][CH2:46][CH2:47][O:48][CH2:49][CH2:50][O:51][CH3:52])=[C:20]([C:22]([NH:24][C@H:25]([CH2:36][OH:37])[C:26](=[O:35])[O:27]CC2C=CC=CC=2)=[O:23])[N:21]=1>C(O)C.O.O.[Pd]>[CH3:1][O:2][CH2:3][CH2:4][O:5][CH2:6][CH2:7][O:8][CH2:9][CH2:10][O:11][CH2:12][CH2:13][CH2:14][NH:15][C:16]1[C:17]([C:53]([NH:55][C@@H:56]([C:57]([OH:59])=[O:58])[CH2:67][OH:68])=[O:54])=[N:18][C:19]([NH:38][CH2:39][CH2:40][CH2:41][O:42][CH2:43][CH2:44][O:45][CH2:46][CH2:47][O:48][CH2:49][CH2:50][O:51][CH3:52])=[C:20]([C:22]([NH:24][C@@H:25]([C:26]([OH:35])=[O:27])[CH2:36][OH:37])=[O:23])[N:21]=1 |f:1.2|. Reported procedure: A 50 mL round-bottom flask equipped with magnetic stir bar was charged with bis-benzyl ester 12 (0.501 g, 0.521 mmol), dissolved in EtOH—H2O (20 mL; 3:1, v/v), and 10% Pd—C (100 mg) was added as slurry in water (1-2 mL). The reaction mixture was purged thoroughly with argon and then with H2 and stirred at room temperature for 2 h in an atmosphere of H2. The catalyst was removed by filtration, solvents were removed in vacuo, and the crude product subjected to purification by preparative RP-HPLC t... Reactants: C(C1=CC=CC=C1)C=1N=CNC1 (4-benzyl-1H-imidazole), C(=O)([O-])[O-].[K+].[K+] (K2CO3), C(=O)([O-])[O-].[Cs+].[Cs+] (Cs2CO3), C(CC1=CC=CC=C1)OS(=O)(=O)C (methanesulfonic acid phenethyl ester). Run in C(C)#N (ACN). The product is C(C1=CC=CC=C1)C=1N=CN(C1)CCC1=CC=CC=C1 (4-benzyl-1-phenethyl-imidazole). RXN SMILES: [CH2:1]([C:8]1[N:9]=[CH:10][NH:11][CH:12]=1)[C:2]1[CH:7]=[CH:6][CH:5]=[CH:4][CH:3]=1.C([O-])([O-])=O.[K+].[K+].C([O-])([O-])=O.[Cs+].[Cs+].[CH2:25](OS(C)(=O)=O)[CH2:26][C:27]1[CH:32]=[CH:31][CH:30]=[CH:29][CH:28]=1>C(#N)C>[CH2:1]([C:8]1[N:9]=[CH:10][N:11]([CH2:25][CH2:26][C:27]2[CH:32]=[CH:31][CH:30]=[CH:29][CH:28]=2)[CH:12]=1)[C:2]1[CH:3]=[CH:4][CH:5]=[CH:6][CH:7]=1 |f:1.2.3,4.5.6|. Reported procedure: To a solution of 4-benzyl-1H-imidazole (example 110C) (1.23 g, 7.78 mmoles) in ACN (20 mL) are added K2CO3 (1.29 g, 9.34 mmoles), Cs2CO3 (253 mg, 0.778 mmole) and methanesulfonic acid phenethyl ester (example 4D) (1.86 g, 9.34 mmole). The reaction mixture is heated at reflux overnight, then cooled to room temperature, filtered, cake washed with ACN and filtrate concentrated under reduced pressure. The residue is purified by silica gel chromatography using (toluene:acetone) (90:10) to give 4-benz...